From a dataset of the Open Reaction Database (ORD), a public repository of structured organic reaction records. describe an organic reaction: reactants, conditions, products, and yield Reactants: solid, Cl.Cl.Cl.O1CCC=2C(=NC=CC21)N2CCN(CC2)CC[C@@H]2CC[C@H](CC2)N (trans-4-{2-[4-(2,3-dihydrofuro[3,2-c]pyridin-4-yl)-piperazin-1-yl]-ethyl}-cyclohexanamine trihydrochloride), Cl.Cl.Cl.O1CCC=2C(=NC=CC21)N2CCN(CC2)CC[C@@H]2CC[C@H](CC2)N (trans-4-{2-[4-(2,3-dihydrofuro[3,2-c]pyridin-4-yl)-piperazin-1-yl]-ethyl}-cyclohexanamine trihydrochloride), FC(CCC(=O)O)(F)F (4,4,4-trifluoro-butanoic acid). The product is O1CCC=2C(=NC=CC21)N2CCN(CC2)CC[C@@H]2CC[C@H](CC2)NC(CCC(F)(F)F)=O (trans-N-(4-{2-[4-(2,3-Dihydro-furo[3,2-c]pyridin-4-yl)-piperazin-1-yl]-ethyl}-cyclohexyl)-4,4,4-trifluoro-butyramide). Reaction SMILES: Cl.Cl.Cl.[O:4]1[C:12]2[CH:11]=[CH:10][N:9]=[C:8]([N:13]3[CH2:18][CH2:17][N:16]([CH2:19][CH2:20][C@H:21]4[CH2:26][CH2:25][C@H:24]([NH2:27])[CH2:23][CH2:22]4)[CH2:15][CH2:14]3)[C:7]=2[CH2:6][CH2:5]1.[F:28][C:29]([F:36])([F:35])[CH2:30][CH2:31][C:32](O)=[O:33]>>[O:4]1[C:12]2[CH:11]=[CH:10][N:9]=[C:8]([N:13]3[CH2:18][CH2:17][N:16]([CH2:19][CH2:20][C@H:21]4[CH2:26][CH2:25][C@H:24]([NH:27][C:32](=[O:33])[CH2:31][CH2:30][C:29]([F:36])([F:35])[F:28])[CH2:23][CH2:22]4)[CH2:15][CH2:14]3)[C:7]=2[CH2:6][CH2:5]1 |f:0.1.2.3|. Procedure: The title compound, white solid (53 mg, 58%), MS (ISP) m/z=455.4 [(M+H)+], mp 195.5° C., was prepared in accordance with the general method of example 32 from trans-4-{2-[4-(2,3-dihydrofuro[3,2-c]pyridin-4-yl)-piperazin-1-yl]-ethyl}-cyclohexanamine trihydrochloride (intermediate C) (88 mg, 0.2 mmol) and 4,4,4-trifluoro-butanoic acid. Starting materials: O=C(CCCCCC(=O)NC1=C(C=CC=C1)NC(OC(C)(C)C)=O)NCC=1C=NC=CC1 (tert-butyl (2-(7-oxo-7-((pyridin-3-ylmethyl)amino)heptanamido)phenyl)carbamate), Cl (HCl). Run in CCOC(=O)C (EtOAc). Run at temperature 0 celsius, time 30 minute. The product is NC1=C(C=CC=C1)NC(CCCCCC(=O)NCC=1C=NC=CC1)=O (N1-(2-aminophenyl)-N7-(pyridin-3-ylmethyl)heptanediamide). Isolated yield 64.6%. As a reaction SMILES: [O:1]=[C:2]([NH:25][CH2:26][C:27]1[CH:28]=[N:29][CH:30]=[CH:31][CH:32]=1)[CH2:3][CH2:4][CH2:5][CH2:6][CH2:7][C:8]([NH:10][C:11]1[CH:16]=[CH:15][CH:14]=[CH:13][C:12]=1[NH:17]C(=O)OC(C)(C)C)=[O:9].Cl>CCOC(C)=O>[NH2:17][C:12]1[CH:13]=[CH:14][CH:15]=[CH:16][C:11]=1[NH:10][C:8](=[O:9])[CH2:7][CH2:6][CH2:5][CH2:4][CH2:3][C:2]([NH:25][CH2:26][C:27]1[CH:28]=[N:29][CH:30]=[CH:31][CH:32]=1)=[O:1]. Reported procedure: Into a solution of tert-butyl (2-(7-oxo-7-((pyridin-3-ylmethyl)amino)heptanamido)phenyl)carbamate (1.2 g, 2.73 mmol) in EtOAc (50 mL) were passed HCl (gas) at 0° C. The mixture was stirred for 30 min at 0° C. under HCl (gas). A white solid precipitated and was filtered. The white solid was collected and poured into a solution of 5% Na2CO3 in water (100 mL). The resulting mixture was extracted by EtOAc (100 mL×2). The organic layers were combined, dried with anhydrous Na2SO4 and concentrated unde... Yield: 83.0%. Procedure: The 1-phenylcarbamoyl-5-(2-tetrahydropyranoxy)methyl-2-pyrrolidinone (7.96 g) was dissolved in 20 ml of methanol, and the solution was stirred at room temperature for 3 hours with addition of 8.6 g of p-toluenesulfonic acid. The solvent was distilled off in a vacuum, 100 ml of water was added to the residue, and the mixture was subjected to extraction with chloroform. The extract was dried over magnesium sulfate and distilled in a vacuum to remove the solvent. The residure was subjected to silic... RXN SMILES: [C:1]1([NH:7][C:8]([N:10]2[CH:14]([CH2:15][O:16]C3CCCCO3)[CH2:13][CH2:12][C:11]2=[O:23])=[O:9])[CH:6]=[CH:5][CH:4]=[CH:3][CH:2]=1.C1(C)C=CC(S(O)(=O)=O)=CC=1>CO>[OH:16][CH2:15][CH:14]1[N:10]([C:8](=[O:9])[NH:7][C:1]2[CH:6]=[CH:5][CH:4]=[CH:3][CH:2]=2)[C:11](=[O:23])[CH2:12][CH2:13]1. Solvent: CO (methanol). Reactants: C1(=CC=CC=C1)NC(=O)N1C(CCC1COC1OCCCC1)=O (1-phenylcarbamoyl-5-(2-tetrahydropyranoxy)methyl-2-pyrrolidinone), C1(=CC=C(C=C1)S(=O)(=O)O)C (p-toluenesulfonic acid). Yields the product OCC1CCC(N1C(NC1=CC=CC=C1)=O)=O (5-hydroxymethyl-1-phenylcarbamoyl-2-pyrrolidinone).